From a dataset of the Open Reaction Database (ORD), a public repository of structured organic reaction records. describe an organic reaction: reactants, conditions, products, and yield Reactants: FC1=CC=C(C(=N1)N1C(CN(CC1)C(=O)OCC1=CC=CC=C1)C(=O)O)[N+](=O)[O-] (1-(6-fluoro-3-nitro-2-pyridinyl)-4-carbobenzoxypiperazine-2-carboxylic acid). The reagents and catalysts are [Fe] (iron). The solvent is C(C)(=O)O (acetic acid). Yields the product C(=O)(OCC1=CC=CC=C1)N1CC2N(C3=C(NC2=O)C=CC(=N3)F)CC1 (8-Carbobenzoxy-2-fluoro-7,8,9,10-tetrahydro5H-pyrazino[1,2-a]pyrido[3,2-e]pyrazin-6(6aH)-one). Reaction SMILES: [F:1][C:2]1[N:7]=[C:6]([N:8]2[CH2:13][CH2:12][N:11]([C:14]([O:16][CH2:17][C:18]3[CH:23]=[CH:22][CH:21]=[CH:20][CH:19]=3)=[O:15])[CH2:10][CH:9]2[C:24]([OH:26])=O)[C:5]([N+:27]([O-])=O)=[CH:4][CH:3]=1>[Fe].C(O)(=O)C>[C:14]([N:11]1[CH2:12][CH2:13][N:8]2[C:6]3[N:7]=[C:2]([F:1])[CH:3]=[CH:4][C:5]=3[NH:27][C:24](=[O:26])[CH:9]2[CH2:10]1)([O:16][CH2:17][C:18]1[CH:23]=[CH:22][CH:21]=[CH:20][CH:19]=1)=[O:15]. Procedure details: To a solution of 14.0 g. of 1-(6-fluoro-3-nitro-2-pyridinyl)-4-carbobenzoxypiperazine-2-carboxylic acid in 300 ml. of acetic acid is added, while stirring, 7.0 g. of iron powder. The mixture is warmed to 55° for 3 hours then concentrated. The residue is treated with water and extracted with methylene chloride, dried (MgSO4) and concentrated. The residue is placed on a dry column of alumina and eluted with chloroform. The product band in the column is cut out and the product is washed from the al... Reactants: C(CCC)[Li] (n-butyllithium), C(C1=CC=CC=C1)OC(=O)NC1CCC(CC1)=O (4-(benzyloxycarbonylamino)cyclohexanone), [Cl-].[NH4+] (ammonium chloride), [Cl-].COC[P+](C1=CC=CC=C1)(C1=CC=CC=C1)C1=CC=CC=C1 ((methoxymethyl)triphenylphosphonium chloride). The solvent is CCCCCC (n-hexane), O1CCCC1 (tetrahydrofuran), O1CCCC1 (Tetrahydrofuran). Reaction conditions: time 1 hour. Product: COC=C1CCC(CC1)NC(=O)OCC1=CC=CC=C1 (4-(benzyloxycarbonylamino)cyclohexylidenemethyl methyl ether). The yield is 31.5%. As a reaction SMILES: [Cl-].[CH3:2][O:3][CH2:4][P+](C1C=CC=CC=1)(C1C=CC=CC=1)C1C=CC=CC=1.C([Li])CCC.[CH2:29]([O:36][C:37]([NH:39][CH:40]1[CH2:45][CH2:44][C:43](=O)[CH2:42][CH2:41]1)=[O:38])[C:30]1[CH:35]=[CH:34][CH:33]=[CH:32][CH:31]=1.[Cl-].[NH4+]>CCCCCC.O1CCCC1>[CH3:2][O:3][CH:4]=[C:43]1[CH2:44][CH2:45][CH:40]([NH:39][C:37]([O:36][CH2:29][C:30]2[CH:35]=[CH:34][CH:33]=[CH:32][CH:31]=2)=[O:38])[CH2:41][CH2:42]1 |f:0.1,4.5|. Procedure: Tetrahydrofuran (280 ml) was added to (methoxymethyl)triphenylphosphonium chloride (27.8 g, 81.1 mmol) and a solution (50.0 ml, 80.0 mmol) of 1.6M n-butyllithium in n-hexane was dropwise added at -40° C. over 30 minutes, which was followed by stirring for one hour. Then, a solution of 4-(benzyloxycarbonylamino)cyclohexanone (20.0 g, 81.0 mmol) dissolved in tetrahydrofuran (200 ml) was dropwise added over 30 minutes. The mixture was warmed to room temperature and stirred for 3.5 hours. The reacti... The product is C(C)(C)C(=O)OC=1C=NC(=NC1)C1=CC(=CC=C1)CN1N=C(C=CC1=O)C1=CC(=CC=C1)C#N (2-{3-[3-(3-cyanophenyl)-6-oxo-6H-pyridazin-1-ylmethyl]-phenyl}pyrimidin-5-yl isopropyl carboxylate). RXN SMILES: OC1C=[N:4][C:5]([C:8]2[CH:9]=[C:10]([CH:27]=[CH:28][CH:29]=2)[CH2:11][N:12]2[C:17](=[O:18])[CH:16]=[CH:15][C:14]([C:19]3[CH:20]=[C:21]([CH:24]=[CH:25][CH:26]=3)[C:22]#[N:23])=[N:13]2)=[N:6]C=1.N1C=C[CH:33]=[CH:32][CH:31]=1.Cl[C:37]([O:39][CH:40]([CH3:42])[CH3:41])=[O:38]>ClCCl.C1(C)C=CC=CC=1>[CH:32]([C:37]([O:39][C:40]1[CH:42]=[N:6][C:5]([C:8]2[CH:29]=[CH:28][CH:27]=[C:10]([CH2:11][N:12]3[C:17](=[O:18])[CH:16]=[CH:15][C:14]([C:19]4[CH:26]=[CH:25][CH:24]=[C:21]([C:22]#[N:23])[CH:20]=4)=[N:13]3)[CH:9]=2)=[N:4][CH:41]=1)=[O:38])([CH3:33])[CH3:31]. Run in ClCCl (dichloromethane), C1(=CC=CC=C1)C (toluene). Reactants: OC=1C=NC(=NC1)C=1C=C(CN2N=C(C=CC2=O)C=2C=C(C#N)C=CC2)C=CC1 (3-{1-[3-(5-hydroxypyrimidin-2-yl)benzyl]-6-oxo-1,6-dihydropyridazin-3-yl}benzonitrile), N1=CC=CC=C1 (pyridine), ClC(=O)OC(C)C (isopropyl chloroformate). Procedure details: 1.14 g (3 mmol) of 3-{1-[3-(5-hydroxypyrimidin-2-yl)benzyl]-6-oxo-1,6-dihydropyridazin-3-yl}benzonitrile are suspended in 15 ml of dichloromethane, 242 μl [3 mmol) of pyridine are added, and 3.0 ml of 1 M isopropyl chloroformate solution in toluene are added dropwise at 0-5° C. with stirring. The mixture is stirred at room temperature for 24 h. The reaction mixture is filtered, the mother liquor is washed with water, dried, filtered and stripped off to dryness. The residue is purified by column ... RXN SMILES: [C:33](=[O:34])([O-:35])[O-:36].[CH3:39][N:40]([CH3:41])[CH:42]=[O:43].[CH:1]1([c:6]2[c:7]([OH:22])[n:8][c:9]3[n:10]2[c:11]([CH3:21])[n:12][n:13][c:14]3-[c:15]2[cH:16][cH:17][cH:18][cH:19][cH:20]2)[CH2:2][CH2:3][CH2:4][CH2:5]1.[Cl:24][CH2:25][c:26]1[n:27]([CH2:31][CH3:32])[n:28][cH:29][n:30]1.[ClH:23].[K+:37].[K+:38]>>[CH:1]1([c:6]2[c:7]([O:22][CH2:25][c:26]3[n:27]([CH2:31][CH3:32])[n:28][cH:29][n:30]3)[n:8][c:9]3[n:10]2[c:11]([CH3:21])[n:12][n:13][c:14]3-[c:15]2[cH:16][cH:17][cH:18][cH:19][cH:20]2)[CH2:2][CH2:3][CH2:4][CH2:5]1. Product: CCn1ncnc1COc1nc2c(-c3ccccc3)nnc(C)n2c1C1CCCC1. The reactants are O=C([O-])[O-], CN(C)C=O, Cc1nnc(-c2ccccc2)c2nc(O)c(C3CCCC3)n12, CCn1ncnc1CCl, Cl, [K+], [K+]. Starting materials: CC(C)(C)OC(=O)NC1CCN(C(=O)OCc2ccccc2)CC1(C)C, CO, [H][H]. The product is CC(C)(C)OC(=O)NC1CCNCC1(C)C. Reaction SMILES: [CH2:1]([O:2][C:3](=[O:4])[N:11]1[CH2:12][C:13]([CH3:25])([CH3:26])[CH:14]([NH:17][C:18](=[O:19])[O:20][C:21]([CH3:22])([CH3:23])[CH3:24])[CH2:15][CH2:16]1)[c:5]1[cH:6][cH:7][cH:8][cH:9][cH:10]1.[CH3:29][OH:30].[H:27][H:28]>>[NH:11]1[CH2:12][C:13]([CH3:25])([CH3:26])[CH:14]([NH:17][C:18](=[O:19])[O:20][C:21]([CH3:22])([CH3:23])[CH3:24])[CH2:15][CH2:16]1. Reactants: BrC=1C(=C(C(=NC1C)C)[C@@H](C(=O)OC(C)C)O)N1CCC(CC1)C1=NC(=NO1)C(C)C ((S)-isopropyl 2-(5-bromo-4-(4-(3-isopropyl-1,2,4-oxadiazol-5-yl)piperidin-1-yl)-2,6-dimethylpyridin-3-yl)-2-hydroxyacetate), HClO4. Solvent: C(Cl)Cl (DCM), C(Cl)Cl (DCM). Conditions: time 18 hour. The product is BrC=1C(=C(C(=NC1C)C)[C@@H](C(=O)OC(C)C)OC(C)(C)C)N1CCC(CC1)C1=NC(=NO1)C(C)C ((S)-isopropyl 2-(5-bromo-4-(4-(3-isopropyl-1,2,4-oxadiazol-5-yl)piperidin-1-yl)-2,6-dimethylpyridin-3-yl)-2-(tert-butoxy)acetate). The yield is 154.6%. Reaction SMILES: [Br:1][C:2]1[C:3]([N:18]2[CH2:23][CH2:22][CH:21]([C:24]3[O:28][N:27]=[C:26]([CH:29]([CH3:31])[CH3:30])[N:25]=3)[CH2:20][CH2:19]2)=[C:4]([C@H:10]([OH:17])[C:11]([O:13][CH:14]([CH3:16])[CH3:15])=[O:12])[C:5]([CH3:9])=[N:6][C:7]=1[CH3:8]>C(Cl)Cl>[Br:1][C:2]1[C:3]([N:18]2[CH2:23][CH2:22][CH:21]([C:24]3[O:28][N:27]=[C:26]([CH:29]([CH3:31])[CH3:30])[N:25]=3)[CH2:20][CH2:19]2)=[C:4]([C@H:10]([O:17][C:4]([CH3:10])([CH3:5])[CH3:3])[C:11]([O:13][CH:14]([CH3:16])[CH3:15])=[O:12])[C:5]([CH3:9])=[N:6][C:7]=1[CH3:8]. Procedure details: The isobutylene gas was bubbled into a nitrogen purged, cooled (0° C.) solution of (S)-isopropyl 2-(5-bromo-4-(4-(3-isopropyl-1,2,4-oxadiazol-5-yl)piperidin-1-yl)-2,6-dimethylpyridin-3-yl)-2-hydroxyacetate (540 g, 1.1 mmol) and 0.15 mL of 70% HClO4 in DCM (8 mL) for 20 min. The reaction mixture was allowed to warm to rt and stirred for 18 h in a pressure sealed vessel, diluted with DCM, washed with 1M Na2CO3 solution, and dried over Na2SO4. The crude product was charged (DCM) to a 40 g ISCO sili... Reactants: CCCN(CCC)c1nccc2ccc(Br)cc12, CN(C)C=O, N#C[Cu], O. Product: CCCN(CCC)c1nccc2ccc(C#N)cc12. RXN SMILES: [Br:1][c:2]1[cH:3][cH:4][c:5]2[cH:6][cH:7][n:8][c:9]([N:12]([CH2:13][CH2:14][CH3:15])[CH2:16][CH2:17][CH3:18])[c:10]2[cH:11]1.[CH3:22][N:23]([CH3:24])[CH:25]=[O:26].[Cu:19][C:20]#[N:21].[OH2:27]>>[c:2]1([C:20]#[N:21])[cH:3][cH:4][c:5]2[cH:6][cH:7][n:8][c:9]([N:12]([CH2:13][CH2:14][CH3:15])[CH2:16][CH2:17][CH3:18])[c:10]2[cH:11]1. Starting materials: CC(C)(NCCC1CCOCC1)C(=O)Nc1ncc(Br)nc1Br, C1COCCO1, CCN(C(C)C)C(C)C, O=C(O)C(F)(F)F. Yields the product CC1(C)C(=O)Nc2ncc(Br)nc2N1CCC1CCOCC1. As a reaction SMILES: [Br:8][c:9]1[c:10]([NH:16][C:17]([C:18]([CH3:19])([NH:20][CH2:21][CH2:22][CH:23]2[CH2:24][CH2:25][O:26][CH2:27][CH2:28]2)[CH3:29])=[O:30])[n:11][cH:12][c:13]([Br:15])[n:14]1.[CH2:40]1[O:41][CH2:42][CH2:43][O:44][CH2:45]1.[CH:31]([N:32]([CH2:33][CH3:34])[CH:35]([CH3:36])[CH3:37])([CH3:38])[CH3:39].[F:1][C:2]([F:3])([F:4])[C:5]([OH:6])=[O:7]>>[c:9]12[c:10]([n:11][cH:12][c:13]([Br:15])[n:14]1)[NH:16][C:17](=[O:30])[C:18]([CH3:19])([CH3:29])[N:20]2[CH2:21][CH2:22][CH:23]1[CH2:24][CH2:25][O:26][CH2:27][CH2:28]1.